This data is from the Open Reaction Database (ORD), a public repository of structured organic reaction records. The task is: describe an organic reaction: reactants, conditions, products, and yield Starting materials: C(C)O (ethanol), COC=1C=C2C(=CC=NC2=CC1OC)OC1=C(C=C(N)C=C1)F (4-[(6,7-Dimethoxy-4-quinolyl)oxy]-3-fluoroaniline), CC1=CC=C(C=C1)C(=O)N=C=S (4-methyl-1-benzenecarbonyl isothiocyanate). Run in C1(=CC=CC=C1)C (toluene). Reaction conditions: time 2 hour. Product: COC=1C=C2C(=CC=NC2=CC1OC)OC1=C(C=C(C=C1)NC(=S)NC(C1=CC=C(C=C1)C)=O)F (N-{4-[(6,7-Dimethoxy-4-quinolyl)oxy]-3-fluorophenyl}-N′-(4-methylbenzoyl)thiourea). Yield: 98.0%. Reaction SMILES: [CH3:1][O:2][C:3]1[CH:4]=[C:5]2[C:10](=[CH:11][C:12]=1[O:13][CH3:14])[N:9]=[CH:8][CH:7]=[C:6]2[O:15][C:16]1[CH:22]=[CH:21][C:19]([NH2:20])=[CH:18][C:17]=1[F:23].C(O)C.[CH3:27][C:28]1[CH:33]=[CH:32][C:31]([C:34]([N:36]=[C:37]=[S:38])=[O:35])=[CH:30][CH:29]=1>C1(C)C=CC=CC=1>[CH3:1][O:2][C:3]1[CH:4]=[C:5]2[C:10](=[CH:11][C:12]=1[O:13][CH3:14])[N:9]=[CH:8][CH:7]=[C:6]2[O:15][C:16]1[CH:22]=[CH:21][C:19]([NH:20][C:37]([NH:36][C:34](=[O:35])[C:31]2[CH:32]=[CH:33][C:28]([CH3:27])=[CH:29][CH:30]=2)=[S:38])=[CH:18][C:17]=1[F:23]. Procedure details: 4-[(6,7-Dimethoxy-4-quinolyl)oxy]-3-fluoroaniline (50 mg) was dissolved in toluene (5 ml) and ethanol (1 ml) to prepare a solution. Commercially available 4-methyl-1-benzenecarbonyl isothiocyanate (50 μl) was then added to the solution, and the mixture was stirred at room temperature for 2 hr. The reaction solution was concentrated, and the residue was purified by chromatography on silica gel using chloroform/acetone for development to give the title compound (77 mg, yield 98%). Starting materials: COS(=O)(=O)OC (dimethylsulphate), aqueous solution, [OH-].[Na+] (sodium hydroxide), ClC1=CC=CC2=C1CNC(CS2)=NO (6-chloro-3-hydroxyimino-2,3,4,5-tetrahydro-1,4-benzothiazepine). Procedure: A 10% aqueous solution of sodium hydroxide (4 ml) was added to a suspension of 6-chloro-3-hydroxyimino-2,3,4,5-tetrahydro-1,4-benzothiazepine (2.29 g, prepared as Example 26 above) in ethanol (150 ml). After 15 minutes dimethylsulphate (1.33 g) was added dropwise to the mixture. The reaction mixture was stirred at room temperature for 22 hours and then the solvent was removed by evaporation at reduced pressure. Purification of the residue by chromatography on a silica gel support using dichlorom... Yields the product ClC1=CC=CC2=C1CNC(CS2)=NOC (6-chloro-3-methoxyimino-2,3,4,5-tetrahydro-1,4-benzothiazepine). RXN SMILES: [OH-].[Na+].[Cl:3][C:4]1[C:9]2[CH2:10][NH:11][C:12](=[N:15][OH:16])[CH2:13][S:14][C:8]=2[CH:7]=[CH:6][CH:5]=1.[CH3:17]OS(OC)(=O)=O>C(O)C>[Cl:3][C:4]1[C:9]2[CH2:10][NH:11][C:12](=[N:15][O:16][CH3:17])[CH2:13][S:14][C:8]=2[CH:7]=[CH:6][CH:5]=1 |f:0.1|. Conditions: time 22 hour. Run in C(C)O (ethanol). Starting materials: C(C)(C)(C)C1=CC=C(C=C1)S(=O)(=O)NC1=NC=NC(=C1OC1=C(C=CC(=C1)OC)Cl)CCl (4-tert-butyl-N-[6-chloromethyl-5-(2-chloro-5-methoxy-phenoxy)-pyrimidin-4-yl]-benzenesulphonamide), C(O)CN (ethanolamine). Product: C(C)(C)(C)C1=CC=C(C=C1)S(=O)(=O)NC1=NC=NC(=C1OC1=C(C=CC(=C1)OC)Cl)CNCCO (4-tert-butyl-N-[5-(2-chloro-5-methoxy-phenoxy)-6-(2-hydroxy-ethylaminomethyl)-pyrimidin-4yl]-benzenesulphonamide). RXN SMILES: [C:1]([C:5]1[CH:10]=[CH:9][C:8]([S:11]([NH:14][C:15]2[C:20]([O:21][C:22]3[CH:27]=[C:26]([O:28][CH3:29])[CH:25]=[CH:24][C:23]=3[Cl:30])=[C:19]([CH2:31]Cl)[N:18]=[CH:17][N:16]=2)(=[O:13])=[O:12])=[CH:7][CH:6]=1)([CH3:4])([CH3:3])[CH3:2].[CH2:33]([CH2:35][NH2:36])[OH:34]>>[C:1]([C:5]1[CH:10]=[CH:9][C:8]([S:11]([NH:14][C:15]2[C:20]([O:21][C:22]3[CH:27]=[C:26]([O:28][CH3:29])[CH:25]=[CH:24][C:23]=3[Cl:30])=[C:19]([CH2:31][NH:36][CH2:35][CH2:33][OH:34])[N:18]=[CH:17][N:16]=2)(=[O:12])=[O:13])=[CH:7][CH:6]=1)([CH3:3])([CH3:2])[CH3:4]. Reported procedure: By reacting 4-tert-butyl-N-[6-chloromethyl-5-(2-chloro-5-methoxy-phenoxy)-pyrimidin-4-yl]-benzenesulphonamide with ethanolamine there was obtained 4-tert-butyl-N-[5-(2-chloro-5-methoxy-phenoxy)-6-(2-hydroxy-ethylaminomethyl)-pyrimidin-4yl]-benzenesulphonamide. Starting materials: CC(=O)c1ccccc1, CC#N, CO, Cl, CCCc1nc2c(N)nc(C)c(C)c2n1CCCON, c1ccncc1. Product: CCCc1nc2c(N)nc(C)c(C)c2n1CCCON=C(C)c1ccccc1. As a reaction SMILES: [CH3:21][C:22](=[O:23])[c:24]1[cH:25][cH:26][cH:27][cH:28][cH:29]1.[CH3:37][C:38]#[N:39].[CH3:40][OH:41].[ClH:30].[NH2:1][O:2][CH2:3][CH2:4][CH2:5][n:6]1[c:7]([CH2:18][CH2:19][CH3:20])[n:8][c:9]2[c:10]([NH2:17])[n:11][c:12]([CH3:16])[c:13]([CH3:15])[c:14]12.[n:31]1[cH:32][cH:33][cH:34][cH:35][cH:36]1>>[N:1]([O:2][CH2:3][CH2:4][CH2:5][n:6]1[c:7]([CH2:18][CH2:19][CH3:20])[n:8][c:9]2[c:10]([NH2:17])[n:11][c:12]([CH3:16])[c:13]([CH3:15])[c:14]12)=[C:22]([CH3:21])[c:24]1[cH:25][cH:26][cH:27][cH:28][cH:29]1. Reactants: CCCc1c(CNC)ccc2ccccc12, CNCc1c(OC)ccc2ccccc12, CN1CC(=O)Nc2ncc(C=CC(=O)O)cc2C1, Cl, Cl, O=C(O)C=Cc1cnc2c(c1)CCC(=O)N2. The product is COc1ccc2ccccc2c1CN(C)C(=O)C=Cc1cnc2c(c1)CCC(=O)N2. As a reaction SMILES: [CH3:16][NH:17][CH2:18][c:19]1[cH:20][cH:21][c:22]2[c:23]([cH:24][cH:25][cH:26][cH:27]2)[c:28]1[CH2:29][CH2:30][CH3:31].[CH3:1][O:2][c:3]1[c:4]([CH2:13][NH:14][CH3:15])[c:5]2[cH:6][cH:7][cH:8][cH:9][c:10]2[cH:11][cH:12]1.[CH3:50][N:51]1[CH2:52][c:53]2[cH:54][c:55]([CH:56]=[CH:57][C:58]([OH:59])=[O:60])[cH:61][n:62][c:63]2[NH:64][C:65](=[O:66])[CH2:67]1.[ClH:32].[ClH:49].[O:33]=[C:34]1[CH2:35][CH2:36][c:37]2[cH:38][c:39]([CH:44]=[CH:45][C:46](=[O:47])[OH:48])[cH:40][n:41][c:42]2[NH:43]1>>[CH3:1][O:2][c:3]1[c:4]([CH2:13][N:14]([CH3:15])[C:46]([CH:45]=[CH:44][c:39]2[cH:38][c:37]3[c:42]([n:41][cH:40]2)[NH:43][C:34](=[O:33])[CH2:35][CH2:36]3)=[O:48])[c:5]2[cH:6][cH:7][cH:8][cH:9][c:10]2[cH:11][cH:12]1. The reactants are FC(S(=O)(=O)O/C=C/C(=O)OCC)(F)F (ethyl (E)-3-{[(trifluoromethyl)sulfonyl]-oxy}-2-propenoate), P(=O)([O-])([O-])[O-].[K+].[K+].[K+] (potassium phosphate), C(#N)C=1C=C(C=CC1)B(O)O (3-cyanophenyl boronic acid), tetrakis (triphenylphosphine)palladium(0). Run in O1CCOCC1 (dioxane). Conditions: time 8 hour. Yields the product C(#N)C=1C=C(C=CC1)/C=C/C(=O)OCC (ethyl (E) 3-(3-cyanophenyl)-2-propenoate). The yield is 80.0%. RXN SMILES: FC(F)(F)S(O/[CH:7]=[CH:8]/[C:9]([O:11][CH2:12][CH3:13])=[O:10])(=O)=O.P([O-])([O-])([O-])=O.[K+].[K+].[K+].[C:24]([C:26]1[CH:27]=[C:28](B(O)O)[CH:29]=[CH:30][CH:31]=1)#[N:25]>O1CCOCC1>[C:24]([C:26]1[CH:31]=[C:30](/[CH:7]=[CH:8]/[C:9]([O:11][CH2:12][CH3:13])=[O:10])[CH:29]=[CH:28][CH:27]=1)#[N:25] |f:1.2.3.4|. Procedure: To a solution of ethyl (E)-3-{[(trifluoromethyl)sulfonyl]-oxy}-2-propenoate (390 mg, 1.49 mmol) in 5 ml anhydrous dioxane was added potassium phosphate (474 mg, 2.24 mmol), 3-cyanophenyl boronic acid (217 mg, 1.49 mmol), and tetrakis (triphenylphosphine)palladium(0) (43 mg, 0.038 mmol). Reaction mixture was heated to reflux and stirred overnight. Mixture was filtered through a pad of Celite, diluted with 50 ml ethyl acetate, washed with 2×50 ml water, 2×50 ml saturated brine solution, dried over... Product: Clc1ccc2c(c1)N=C(N1CCNC(Cc3ccccc3)C1)c1ccccc1N2. As a reaction SMILES: [CH2:1]([c:2]1[cH:3][cH:4][cH:5][cH:6][cH:7]1)[CH:8]1[CH2:9][NH:10][CH2:11][CH2:12][NH:13]1.[CH3:32][c:33]1[cH:34][cH:35][cH:36][cH:37][cH:38]1.[CH3:39][S:40]([CH3:41])=[O:42].[Cl:15][c:16]1[cH:17][cH:18][c:19]2[c:20]([cH:31]1)[N:21]=[C:22]([NH2:30])[c:23]1[c:24]([cH:26][cH:27][cH:28][cH:29]1)[NH:25]2.[ClH:14]>>[CH2:1]([c:2]1[cH:3][cH:4][cH:5][cH:6][cH:7]1)[CH:8]1[CH2:9][N:10]([C:22]2=[N:21][c:20]3[c:19]([cH:18][cH:17][c:16]([Cl:15])[cH:31]3)[NH:25][c:24]3[c:23]2[cH:29][cH:28][cH:27][cH:26]3)[CH2:11][CH2:12][NH:13]1. Starting materials: c1ccc(CC2CNCCN2)cc1, Cc1ccccc1, CS(C)=O, NC1=Nc2cc(Cl)ccc2Nc2ccccc21, Cl.